This data is from the Open Reaction Database (ORD), a public repository of structured organic reaction records. The task is: describe an organic reaction: reactants, conditions, products, and yield Starting materials: COC1=CC=C(C(=O)NC=2C(=CC=CC2)NC(=O)C2CCNCC2)C=C1 (N1-(4-methoxybenzoyl)-N2-(piperidin-4-ylcarbonyl)-1,2-benzenediamine), [N+](=O)([O-])C1=C(C=O)C=CC=C1 (2-nitrobenzaldehyde). The product is COC1=CC=C(C(=O)NC=2C(=CC=CC2)NC(=O)C2CCN(CC2)CC2=C(C=CC=C2)[N+](=O)[O-])C=C1 (N1-(4-Methoxybenzoyl)-N2-[1-(2-nitrobenzyl)piperidin-4-ylcarbonyl]-1,2-benzenediamine). As a reaction SMILES: [CH3:1][O:2][C:3]1[CH:26]=[CH:25][C:6]([C:7]([NH:9][C:10]2[C:11]([NH:16][C:17]([CH:19]3[CH2:24][CH2:23][NH:22][CH2:21][CH2:20]3)=[O:18])=[CH:12][CH:13]=[CH:14][CH:15]=2)=[O:8])=[CH:5][CH:4]=1.[N+:27]([C:30]1[CH:37]=[CH:36][CH:35]=[CH:34][C:31]=1[CH:32]=O)([O-:29])=[O:28]>>[CH3:1][O:2][C:3]1[CH:4]=[CH:5][C:6]([C:7]([NH:9][C:10]2[C:11]([NH:16][C:17]([CH:19]3[CH2:20][CH2:21][N:22]([CH2:32][C:31]4[CH:34]=[CH:35][CH:36]=[CH:37][C:30]=4[N+:27]([O-:29])=[O:28])[CH2:23][CH2:24]3)=[O:18])=[CH:12][CH:13]=[CH:14][CH:15]=2)=[O:8])=[CH:25][CH:26]=1. Procedure: Using the general procedure described in Example 3, N1-(4-methoxybenzoyl)-N2-(piperidin-4-ylcarbonyl)-1,2-benzenediamine (0.070 mmol) was reacted with 2-nitrobenzaldehyde to provide 32 mg of the title product as the free base. Treatment with hydrochloric acid and concentration in vacuo yielded the salt of the title compound. The reactants are ClCS(=O)(=O)Cl (chloro-methanesulfonyl chloride), C(C)(C)(C)OC(=O)N1CCN(CC1)C1=C(C(=CC=C1)N)O (4-(3-amino-2-hydroxy-phenyl)-piperazine-1-carboxylic acid tert-butyl ester), N1=CC=CC=C1 (Pyridine). The solvent is CCOCC (Et2O), C1CCOC1 (THF). The product is C(C)(C)(C)OC(=O)N1CCN(CC1)C1=C(C(=CC=C1)NS(=O)(=O)CCl)O (4-(3-Chloromethanesulfonylamino-2-hydroxy-phenyl)-piperazine-1-carboxylic acid tert-butyl ester). Isolated yield 46.8%. RXN SMILES: [C:1]([O:5][C:6]([N:8]1[CH2:13][CH2:12][N:11]([C:14]2[CH:19]=[CH:18][CH:17]=[C:16]([NH2:20])[C:15]=2[OH:21])[CH2:10][CH2:9]1)=[O:7])([CH3:4])([CH3:3])[CH3:2].[Cl:22][CH2:23][S:24](Cl)(=[O:26])=[O:25].N1C=CC=CC=1>C1COCC1.CCOCC>[C:1]([O:5][C:6]([N:8]1[CH2:13][CH2:12][N:11]([C:14]2[CH:19]=[CH:18][CH:17]=[C:16]([NH:20][S:24]([CH2:23][Cl:22])(=[O:26])=[O:25])[C:15]=2[OH:21])[CH2:10][CH2:9]1)=[O:7])([CH3:4])([CH3:2])[CH3:3]. Procedure: In a dry roundbottom flask, 4-(3-amino-2-hydroxy-phenyl)-piperazine-1-carboxylic acid tert-butyl ester (293 mg., 1 mmol) was dissolved in dry THF (3 mL) under nitrogen. While stirring, chloro-methanesulfonyl chloride (149 mg., 1 mmol) was added dropwise over 10 minutes and the solution was stirred 30 minutes. Pyridine (0.121 mL., 1.5 mmol) was then added dropwise over 5 minutes and the solution was stirred for 18 hours. The reaction mixture was diluted with 40 mL Et2O and washed with 40 mL of 10... The reactants are COC([C@@H](NC)CCCCNC(=O)OCC1=CC=CC=C1)=O (Nε-benzyloxycarbonyl-Nα-methyl-L-lysine methyl ester), CN=C=S (methyl isothiocyanate). Product: C(C1=CC=CC=C1)OC(=O)NCCCCC1C(N(C(N1C)=S)C)=O (5-(4-Benzyloxycarbonylaminobutyl)-1,3-dimethyl-2-thiohydantoin). As a reaction SMILES: CO[C:3](=[O:22])[C@H:4]([CH2:7][CH2:8][CH2:9][CH2:10][NH:11][C:12]([O:14][CH2:15][C:16]1[CH:21]=[CH:20][CH:19]=[CH:18][CH:17]=1)=[O:13])[NH:5][CH3:6].[CH3:23][N:24]=[C:25]=[S:26]>>[CH2:15]([O:14][C:12]([NH:11][CH2:10][CH2:9][CH2:8][CH2:7][CH:4]1[N:5]([CH3:6])[C:25](=[S:26])[N:24]([CH3:23])[C:3]1=[O:22])=[O:13])[C:16]1[CH:17]=[CH:18][CH:19]=[CH:20][CH:21]=1. Reported procedure: Using an analogous procedure to Example 1 Nε-benzyloxycarbonyl-Nα-methyl-L-lysine methyl ester may be reacted with methyl isothiocyanate to give the title compound. The reactants are NC=1N=C(SC1)Br (4-Amino-2-bromothiazole), C(C)(=O)[O-].[Na+] (sodium acetate), ClCC(=O)Cl (chloroacetyl chloride), N1=CC=CC=C1 (pyridine). Solvent: C(Cl)Cl (methylene chloride). Product: BrC=1SC=C(N1)NC(CCl)=O (2-bromo-4-chloroacetamidothiazole). The yield is 29.7%. As a reaction SMILES: [NH2:1][C:2]1[N:3]=[C:4]([Br:7])[S:5][CH:6]=1.[Cl:8][CH2:9][C:10](Cl)=[O:11].N1C=CC=CC=1.C([O-])(=O)C.[Na+]>C(Cl)Cl>[Br:7][C:4]1[S:5][CH:6]=[C:2]([NH:1][C:10](=[O:11])[CH2:9][Cl:8])[N:3]=1 |f:3.4|. Procedure: The starting material was prepared as follows. 4-Amino-2-bromothiazole (15.6 g) and chloroacetyl chloride (7.6 g) were suspended in methylene chloride (100 ml) with stirring and treated with pyridine (16 ml) over 15 min., maintaining reaction temperature at 0° C. with an ice bath. After the addition was complete, the reaction mixture was stirred at room temperature for 3 hours, then poured onto 20% aqueous sodium acetate (500 ml) and stirred for 30 minutes. The mixture was separated and the orga...